Dataset: the Open Reaction Database (ORD), a public repository of structured organic reaction records. Task: describe an organic reaction: reactants, conditions, products, and yield Starting materials: BrC=1C=CC=2N(C1)C(=CN2)C(=O)O (6-bromoimidazo[1,2-a]pyridine-3-carboxylic acid), CCN=C=NCCCN(C)C (EDCI), C=1C=CC2=C(C1)N=NN2O (HOBt), COC=1C=C(N)C=C(C1OC)OC (3,4,5-trimethoxyaniline), CCN(C(C)C)C(C)C (i-Pr2NEt). Solvent: C(C)#N.CN(C)C=O (acetonitrile DMF), O (water). Run at time 18 hour. Product: BrC=1C=CC=2N(C1)C(=CN2)C(=O)NC2=CC(=C(C(=C2)OC)OC)OC (6-bromo-N-(3,4,5-trimethoxyphenyl)imidazo[1,2-a]pyridine-3-carboxamide). Yield: 73.2%. As a reaction SMILES: [Br:1][C:2]1[CH:3]=[CH:4][C:5]2[N:6]([C:8]([C:11]([OH:13])=O)=[CH:9][N:10]=2)[CH:7]=1.CCN=C=NCCCN(C)C.C1C=CC2N(O)N=NC=2C=1.[CH3:35][O:36][C:37]1[CH:38]=[C:39]([CH:41]=[C:42]([O:46][CH3:47])[C:43]=1[O:44][CH3:45])[NH2:40].CCN(C(C)C)C(C)C>C(#N)C.CN(C=O)C.O>[Br:1][C:2]1[CH:3]=[CH:4][C:5]2[N:6]([C:8]([C:11]([NH:40][C:39]3[CH:41]=[C:42]([O:46][CH3:47])[C:43]([O:44][CH3:45])=[C:37]([O:36][CH3:35])[CH:38]=3)=[O:13])=[CH:9][N:10]=2)[CH:7]=1 |f:5.6|. Procedure: A stirring solution of 6-bromoimidazo[1,2-a]pyridine-3-carboxylic acid (0.91 g, 3.7 mmol), EDCI (1.08 g, 5.6 mmol), HOBt (0.76 g, 5.6 mmol) and 3,4,5-trimethoxyaniline (0.76 g, 4.1 mmol) in acetonitrile/DMF (8/3 mL) under argon was added i-Pr2NEt (2.00 g, 2.6 ml), 15.4 mmol) drop wise for 5 min at room temperature. The resulting off-brown homogeneous reaction mixture was continued to stir at room temperature for 18 h. Subsequently, the heterogeneous reaction mixture was diluted with water and th... The reactants are ClC1=C(C=CC=C1Cl)B(O)O (2,3-Dichlorobenzeneboronic acid), FC=1C=C(C=C(C1NS(=O)(=O)C)F)C(C)NC(=O)C=1N=C(OC1)Cl (2-chloro-oxazole-4-carboxylic acid [1-(3,5-difluoro-4-methanesulfonylamino-phenyl)-ethyl]-amide), C(=O)([O-])[O-].[Cs+].[Cs+] (Cs2CO3). Reagents/catalysts: Cl[Pd]([P](C1=CC=CC=C1)(C2=CC=CC=C2)C3=CC=CC=C3)([P](C4=CC=CC=C4)(C5=CC=CC=C5)C6=CC=CC=C6)Cl (Pd(PPh3)2Cl2). Yields the product FC=1C=C(C=C(C1NS(=O)(=O)C)F)C(C)NC(=O)C=1N=C(OC1)C1=C(C(=CC=C1)Cl)Cl (2-(2,3-Dichloro-phenyl)-oxazole-4-carboxylic acid [1-(3,5-difluoro-4-methanesulfonylamino-phenyl)-ethyl]-amide). Yield: 14.1%. Reaction SMILES: [Cl:1][C:2]1[C:7]([Cl:8])=[CH:6][CH:5]=[CH:4][C:3]=1B(O)O.[F:12][C:13]1[CH:14]=[C:15]([CH:25]([NH:27][C:28]([C:30]2[N:31]=[C:32](Cl)[O:33][CH:34]=2)=[O:29])[CH3:26])[CH:16]=[C:17]([F:24])[C:18]=1[NH:19][S:20]([CH3:23])(=[O:22])=[O:21].C([O-])([O-])=O.[Cs+].[Cs+]>Cl[Pd](Cl)([P](C1C=CC=CC=1)(C1C=CC=CC=1)C1C=CC=CC=1)[P](C1C=CC=CC=1)(C1C=CC=CC=1)C1C=CC=CC=1>[F:24][C:17]1[CH:16]=[C:15]([CH:25]([NH:27][C:28]([C:30]2[N:31]=[C:32]([C:3]3[CH:4]=[CH:5][CH:6]=[C:7]([Cl:8])[C:2]=3[Cl:1])[O:33][CH:34]=2)=[O:29])[CH3:26])[CH:14]=[C:13]([F:12])[C:18]=1[NH:19][S:20]([CH3:23])(=[O:22])=[O:21] |f:2.3.4,^1:44,63|. Reported procedure: 2,3-Dichlorobenzeneboronic acid (49.6 mg, 0.26 mmol) and 2-chloro-oxazole-4-carboxylic acid [1-(3,5-difluoro-4-methanesulfonylamino-phenyl)-ethyl]-amide (50 mg, 0.13 mmol) was reacted using Pd(PPh3)2Cl2 (7 mg, 0.01 mmol), Cs2CO3 (127 mg, 0.39 mmol) as described above to give the title compound (9 mg, 14%) after purification by flash chromatography on silica gel (hexane: EtOAc=1:1). Starting materials: Br.C(C)(=O)O (hydrogen bromide acetic acid), CS(=O)C (dimethyl sulfoxide), suspension, C(CCC)(=O)NCC1CC2=CC=C(C=C2C1)C=1CCC(NN1)=O (2-(butyrylamino)methyl-5-[4,5-di-hydropyridazin-3(2H)-on-6-yl]indane), C(C)(C)OC(C)C (Diisopropyl ether). The solvent is C(C)(=O)O (acetic acid). Reaction conditions: time 3 hour. Yields the product C(CCC)(=O)NCC1CC2=CC=C(C=C2C1)C=1C=CC(NN1)=O (2-(butyrylamino)methyl-5-[pyridazin-3(2H)-on-6-yl]indane). The yield is 90.0%. RXN SMILES: Br.C(O)(=O)C.CS(C)=O.[C:10]([NH:15][CH2:16][CH:17]1[CH2:25][C:24]2[C:19](=[CH:20][CH:21]=[C:22]([C:26]3[CH2:27][CH2:28][C:29](=[O:32])[NH:30][N:31]=3)[CH:23]=2)[CH2:18]1)(=[O:14])[CH2:11][CH2:12][CH3:13].C(OC(C)C)(C)C>C(O)(=O)C>[C:10]([NH:15][CH2:16][CH:17]1[CH2:25][C:24]2[C:19](=[CH:20][CH:21]=[C:22]([C:26]3[CH:27]=[CH:28][C:29](=[O:32])[NH:30][N:31]=3)[CH:23]=2)[CH2:18]1)(=[O:14])[CH2:11][CH2:12][CH3:13] |f:0.1|. Reported procedure: 25 ml of 30% hydrogen bromide-acetic acid and 1 ml of dimethyl sulfoxide were added to 20 ml of a suspension containing 3.13 g of 2-(butyrylamino)methyl-5-[4,5-di-hydropyridazin-3(2H)-on-6-yl]indane suspended in acetic acid. The mixture was stirred at room temperature for 3 hours. Diisopropyl ether was added to the mixture, and crystals precipitated were collected by filtration, washed with water, dried and then recrystallized from methanol to obtain 2.80 g of 2-(butyrylamino)methyl-5-[pyridazin... Run in O (water). The yield is 78.3%. Procedure: Sodium sulfite (15.3 g, 121.45 mMole), was dissolved in water (100 mL) and while stirring at room temperature, methyl 4-chlorosulfonylbenzoate (3), (19.0 g, 80.97 mMole) was added a little at a time to the solution. Sodium bicarbonate was added simultaneously in small portions keeping the solution at approximately pH 8. As the reaction proceeds, periodic addition of a little methanol from a wash bottle minimizes foaming. A total of 20 g of sodium bicarbonate were needed to complete the reaction.... Starting materials: CO (methanol), S(=O)([O-])[O-].[Na+].[Na+] (Sodium sulfite), ClS(=O)(=O)C1=CC=C(C(=O)OC)C=C1 (Methyl 4-Chlorosulfonylbenzoate), C([O-])(O)=O.[Na+] (Sodium bicarbonate), C([O-])(O)=O.[Na+] (sodium bicarbonate). As a reaction SMILES: S([O-])([O-])=O.[Na+].[Na+].Cl[S:8]([C:11]1[CH:20]=[CH:19][C:14]([C:15]([O:17][CH3:18])=[O:16])=[CH:13][CH:12]=1)(=[O:10])=[O:9].C(=O)(O)[O-].[Na+].CO>O>[S:8]([C:11]1[CH:12]=[CH:13][C:14]([C:15]([O:17][CH3:18])=[O:16])=[CH:19][CH:20]=1)([OH:10])=[O:9] |f:0.1.2,4.5|. Yields the product S(=O)(O)C1=CC=C(C(=O)OC)C=C1 (methyl 4-sulfinobenzoate). The product is C1(CC1)C1=NN=C(O1)C1=CC=C(O[C@@H]2CC[C@H](CC2)C(=O)N2CCN(CC2)C(C)C)C=C1 (trans-{4-[4-(5-Cyclopropyl-[1,3,4]oxadiazol-2-yl)-phenoxy]-cyclohexyl}-(4-isopropyl-piperazin-1-yl)-methanone). Isolated yield 60.8%. Reported procedure: A mixture of 80 mg (0.21 mmol) of trans-4-[4-(4-Isopropyl-piperazine-1-carbonyl)-cyclohexyloxy]-benzoic acid hydrazide, 0.02 ml (0.26 mmol) of cyclopropanecarboxylic acid and 2 ml of phosphorus oxychloride was refluxed for 2 hr. To the mixture, 1N NaOH solution was added. The mixture was extracted with AcOEt, washed with saturated NaHCO3 solution, dried over Na2SO4, and evaporated. The residue was purified by column chromatography on silica eluting with dichloromethane and methanol=from 98:2 to ... As a reaction SMILES: [CH:1]([N:4]1[CH2:9][CH2:8][N:7]([C:10]([C@H:12]2[CH2:17][CH2:16][C@H:15]([O:18][C:19]3[CH:28]=[CH:27][C:22]([C:23]([NH:25][NH2:26])=[O:24])=[CH:21][CH:20]=3)[CH2:14][CH2:13]2)=[O:11])[CH2:6][CH2:5]1)([CH3:3])[CH3:2].[CH:29]1([C:32](O)=O)[CH2:31][CH2:30]1.P(Cl)(Cl)(Cl)=O.[OH-].[Na+]>>[CH:29]1([C:32]2[O:24][C:23]([C:22]3[CH:21]=[CH:20][C:19]([O:18][C@H:15]4[CH2:16][CH2:17][C@H:12]([C:10]([N:7]5[CH2:8][CH2:9][N:4]([CH:1]([CH3:3])[CH3:2])[CH2:5][CH2:6]5)=[O:11])[CH2:13][CH2:14]4)=[CH:28][CH:27]=3)=[N:25][N:26]=2)[CH2:31][CH2:30]1 |f:3.4|. Reactants: C(C)(C)N1CCN(CC1)C(=O)[C@@H]1CC[C@H](CC1)OC1=CC=C(C(=O)NN)C=C1 (trans-4-[4-(4-Isopropyl-piperazine-1-carbonyl)-cyclohexyloxy]-benzoic acid hydrazide), C1(CC1)C(=O)O (cyclopropanecarboxylic acid), P(=O)(Cl)(Cl)Cl (phosphorus oxychloride), [OH-].[Na+] (NaOH). Starting materials: CCOC(=O)c1cn(-c2ccc3c(c2)CCC3)c2nc(Nc3cccc(CN(C)C)c3)ncc2c1=O, CN, CO. Product: CNC(=O)c1cn(-c2ccc3c(c2)CCC3)c2nc(Nc3cccc(CN(C)C)c3)ncc2c1=O. As a reaction SMILES: [CH2:1]([O:3][C:4](=[O:2])[c:6]1[c:7](=[O:36])[c:8]2[c:9]([n:10][c:11]([NH:14][c:15]3[cH:16][c:17]([CH2:21][N:22]([CH3:23])[CH3:24])[cH:18][cH:19][cH:20]3)[n:12][cH:13]2)[n:25](-[c:27]2[cH:28][c:29]3[c:33]([cH:34][cH:35]2)[CH2:32][CH2:31][CH2:30]3)[cH:26]1)[CH3:5].[CH3:37][NH2:38].[CH3:39][OH:40]>>[O:3]=[C:4]([c:6]1[c:7](=[O:36])[c:8]2[c:9]([n:10][c:11]([NH:14][c:15]3[cH:16][c:17]([CH2:21][N:22]([CH3:23])[CH3:24])[cH:18][cH:19][cH:20]3)[n:12][cH:13]2)[n:25](-[c:27]2[cH:28][c:29]3[c:33]([cH:34][cH:35]2)[CH2:32][CH2:31][CH2:30]3)[cH:26]1)[NH:38][CH3:37]. Starting materials: ClC1=C(C=C2C(C(=CN(C2=N1)[C@H]1[C@H](C1)F)C(=O)O)=O)F (7-chloro-6-fluoro-1-[(1R,2S)-2-fluorocyclopropyl]-1,4-dihydro-4-oxo-1,8-naphthyridine-3-carboxylic acid), C1(CC1)NC[C@H]1CNC[C@H]1F ((3R,4S)-3-cyclopropylaminomethyl-4-fluoropyrrolidine). The product is C1(CC1)NC[C@H]1CN(C[C@H]1F)C1=C(C=C2C(C(=CN(C2=N1)[C@H]1[C@H](C1)F)C(=O)O)=O)F (7-[(3S,4S)-3-cyclopropylaminomethyl-4-fluoro-1-pyrrolidinyl]-6-fluoro-1-[(1R,2S)-2-fluorocyclopropyl]-1,4-dihydro-4-oxo-1,8-naphthyridine-3-carboxylic acid). Isolated yield 35.9%. Reaction SMILES: Cl[C:2]1[N:11]=[C:10]2[C:5]([C:6](=[O:19])[C:7]([C:16]([OH:18])=[O:17])=[CH:8][N:9]2[C@@H:12]2[CH2:14][C@@H:13]2[F:15])=[CH:4][C:3]=1[F:20].[CH:21]1([NH:24][CH2:25][C@@H:26]2[C@H:30]([F:31])[CH2:29][NH:28][CH2:27]2)[CH2:23][CH2:22]1>>[CH:21]1([NH:24][CH2:25][C@@H:26]2[C@H:30]([F:31])[CH2:29][N:28]([C:2]3[N:11]=[C:10]4[C:5]([C:6](=[O:19])[C:7]([C:16]([OH:18])=[O:17])=[CH:8][N:9]4[C@@H:12]4[CH2:14][C@@H:13]4[F:15])=[CH:4][C:3]=3[F:20])[CH2:27]2)[CH2:23][CH2:22]1. Procedure: Using 7-chloro-6-fluoro-1-[(1R,2S)-2-fluorocyclopropyl]-1,4-dihydro-4-oxo-1,8-naphthyridine-3-carboxylic acid (200 mg) and (3R,4S)-3-cyclopropylaminomethyl-4-fluoropyrrolidine (116 mg), the same procedure was followed as in Example 23 to give 7-[(3S,4S)-3-cyclopropylaminomethyl-4-fluoro-1-pyrrolidinyl]-6-fluoro-1-[(1R,2S)-2-fluorocyclopropyl]-1,4-dihydro-4-oxo-1,8-naphthyridine-3-carboxylic acid as pale yellow crystals (101 mg). Reactants: COC(=O)c1c(C)c(Br)nc2ccc(F)cc12, CCCCO, COC(=O)c1c(C)c(-n2cnc3c(-c4ccccc4)cc(F)cc32)nc2ccc(F)cc12. Yields the product Cc1c(-n2cnc3c(-c4ccccc4)cc(F)cc32)nc2ccc(F)cc2c1C(=O)O. As a reaction SMILES: [Br:33][c:34]1[c:35]([CH3:36])[c:37]([C:38]([O:39][CH3:40])=[O:41])[c:42]2[c:43]([cH:44][cH:45][c:46]([F:47])[cH:48]2)[n:49]1.[CH2:50]([OH:51])[CH2:52][CH2:53][CH3:54].[F:1][c:2]1[cH:3][c:4]2[c:5]([C:29](=[O:30])[O:31][CH3:32])[c:6]([CH3:28])[c:7](-[n:12]3[cH:13][n:14][c:15]4[c:16]3[cH:17][c:18]([F:27])[cH:19][c:20]4-[c:21]3[cH:22][cH:23][cH:24][cH:25][cH:26]3)[n:8][c:9]2[cH:10][cH:11]1>>[F:1][c:2]1[cH:3][c:4]2[c:5]([C:29](=[O:30])[OH:31])[c:6]([CH3:28])[c:7](-[n:12]3[cH:13][n:14][c:15]4[c:16]3[cH:17][c:18]([F:27])[cH:19][c:20]4-[c:21]3[cH:22][cH:23][cH:24][cH:25][cH:26]3)[n:8][c:9]2[cH:10][cH:11]1. The reactants are resultant mixture, [C-]#N.[Na+] (sodium cyanide), C(C)(C)(C)OC(N(C)CC1=CC(=CC=C1)CBr)=O (tert-Butyl-N-[3-(bromomethyl)benzyl]-N-methylcarbamate). The reagents and catalysts are [Br-].C(C1=CC=CC=C1)[N+](CC)(CC)CC (benzyl triethylammonium bromide). The solvent is C(C)#N (acetonitrile), C(C)(=O)OCC (ethyl acetate). Product: C(#N)CC=1C=C(CN(C(OC(C)(C)C)=O)C)C=CC1 (tert-Butyl N-[3-(cyanomethyl)benzyl]-N-methylcarbamate). RXN SMILES: [C:1]([O:5][C:6](=[O:18])[N:7]([CH2:9][C:10]1[CH:15]=[CH:14][CH:13]=[C:12]([CH2:16]Br)[CH:11]=1)[CH3:8])([CH3:4])([CH3:3])[CH3:2].[C-:19]#[N:20].[Na+]>C(#N)C.[Br-].C([N+](CC)(CC)CC)C1C=CC=CC=1.C(OCC)(=O)C>[C:19]([CH2:16][C:12]1[CH:11]=[C:10]([CH:15]=[CH:14][CH:13]=1)[CH2:9][N:7]([CH3:8])[C:6](=[O:18])[O:5][C:1]([CH3:4])([CH3:3])[CH3:2])#[N:20] |f:1.2,4.5|. Procedure details: tert-Butyl-N-[3-(bromomethyl)benzyl]-N-methylcarbamate (preparation 13) (3.2 g, 10.18 mmol) was dissolved in acetonitrile (50 ml) and treated with sodium cyanide (1.23 g, 25.10mmol) followed by benzyl triethylammonium bromide (220 mg, 0.8 mmol) and the resultant mixture stirred at room temperature for 4 days. The resultant slurry was diluted with ethyl acetate (200 ml) washed with water, sat aq brine and dried over MgSO4. Removal of the drying agent by filtration followed by evaporation of the s...